From a dataset of the Open Reaction Database (ORD), a public repository of structured organic reaction records. describe an organic reaction: reactants, conditions, products, and yield The reactants are CC[SiH](CC)CC, O=C1Cc2cc(C(=O)CCl)ccc2N1, O, O=C(O)C(F)(F)F. The product is O=C1Cc2cc(CCCl)ccc2N1. Reaction SMILES: [CH2:15]([SiH:16]([CH2:17][CH3:18])[CH2:19][CH3:20])[CH3:21].[Cl:1][CH2:2][C:3](=[O:4])[c:5]1[cH:6][c:7]2[c:11]([cH:12][cH:13]1)[NH:10][C:9](=[O:14])[CH2:8]2.[OH2:22].[OH:23][C:24]([C:25]([F:26])([F:27])[F:28])=[O:29]>>[Cl:1][CH2:2][CH2:3][c:5]1[cH:6][c:7]2[c:11]([cH:12][cH:13]1)[NH:10][C:9](=[O:14])[CH2:8]2. Starting materials: BrC1=NC2=CC=C(C=C2C=C1)OC (2-bromo-6-methoxyquinoline), B(OC)(OC)OC (trimethyl borate), [OH-].[Na+] (NaOH), [Li]CCCC (n-BuLi), CC1(NC(CCC1)(C)C)C (2,2,6,6-tetramethylpiperidine). The solvent is C1CCOC1 (THF), C1CCOC1 (THF), C1CCOC1 (THF), O (H2O), C1CCOC1 (THF), CCOCC (Et2O), O (water). Run at temperature 0 celsius, time 1 hour. The product is BrC1=NC2=CC=C(C=C2C=C1B(O)O)OC ((2-Bromo-6-methoxyquinolin-3-yl)boronic acid). The yield is 85.9%. As a reaction SMILES: [Li]CCCC.CC1(C)CCCC(C)(C)N1.[Br:16][C:17]1[CH:26]=[CH:25][C:24]2[C:19](=[CH:20][CH:21]=[C:22]([O:27][CH3:28])[CH:23]=2)[N:18]=1.[B:29](OC)([O:32]C)[O:30]C.[OH-].[Na+]>C1COCC1.CCOCC.O>[Br:16][C:17]1[C:26]([B:29]([OH:32])[OH:30])=[CH:25][C:24]2[C:19](=[CH:20][CH:21]=[C:22]([O:27][CH3:28])[CH:23]=2)[N:18]=1 |f:4.5|. Procedure: n-BuLi (1.6 N in hexanes, 14.4 mL, 23.0 mmol) was added at −78° C. to a solution of 2,2,6,6-tetramethylpiperidine (3.11 g, 22.05 mmol) in anhydrous THF (59 mL), and the mixture was then warmed to 0° C. for 0.5 h. The mixture was cooled back to −78° C. and treated with a solution of 2-bromo-6-methoxyquinoline (4.57 g, 19.17 mmol) in THF (14 mL). After stirring for 1 h, a solution of trimethyl borate (2.46 mL, 22.05 mmol) in THF (14 mL) was added, and the mixture was maintained at −78° C. for a fu... The reactants are C(C1=CC=CC=C1)OC1=CC=C(C=C1)N1C(CC(C1)COC1=CC=C(C(=O)OC)C=C1)=O (Methyl 4-[1-(4-benzyloxyphenyl)-2-pyrrolidon-4-yl]methoxybenzoate). Reagents/catalysts: [C].[Pd] (palladium-carbon). Run in C(Cl)(Cl)Cl (chloroform), CO (methanol). Reaction conditions: time 22 hour. Product: OC1=CC=C(C=C1)N1C(CC(C1)COC1=CC=C(C(=O)OC)C=C1)=O (Methyl 4-[1-(4-hydroxyphenyl)-2-pyrrolidon-4-yl]methoxybenzoate). Isolated yield 94.8%. RXN SMILES: C([O:8][C:9]1[CH:14]=[CH:13][C:12]([N:15]2[CH2:19][CH:18]([CH2:20][O:21][C:22]3[CH:31]=[CH:30][C:25]([C:26]([O:28][CH3:29])=[O:27])=[CH:24][CH:23]=3)[CH2:17][C:16]2=[O:32])=[CH:11][CH:10]=1)C1C=CC=CC=1>C(Cl)(Cl)Cl.CO.[C].[Pd]>[OH:8][C:9]1[CH:14]=[CH:13][C:12]([N:15]2[CH2:19][CH:18]([CH2:20][O:21][C:22]3[CH:23]=[CH:24][C:25]([C:26]([O:28][CH3:29])=[O:27])=[CH:30][CH:31]=3)[CH2:17][C:16]2=[O:32])=[CH:11][CH:10]=1 |f:3.4|. Reported procedure: Methyl 4-[1-(4-benzyloxyphenyl)-2-pyrrolidon-4-yl]methoxybenzoate (2.00 g) is dissolved in a mixed solvent of chloroform (50 ml) and methanol (20 ml), and thereto is added 10% palladium-carbon (0.2 g). The mixture is stirred at room temperature at atmospheric pressure under hydrogen atmosphere for 22 hours. The catalyst is removed by filtration and the filtrate is concentrated under reduced pressure. The residue is crystallized from 50% aqueous methanol (about 20 ml) to give the desired product ... The reactants are ClCCl, CC(C)N, O=S(=O)(Cl)c1ccccc1. The product is CC(C)NS(=O)(=O)c1ccccc1. As a reaction SMILES: [CH2:15]([Cl:16])[Cl:17].[CH3:1][CH:2]([CH3:3])[NH2:4].[c:5]1([S:11](=[O:12])(=[O:13])[Cl:14])[cH:6][cH:7][cH:8][cH:9][cH:10]1>>[CH3:1][CH:2]([CH3:3])[NH:4][S:11]([c:5]1[cH:6][cH:7][cH:8][cH:9][cH:10]1)(=[O:12])=[O:13].